From a dataset of the Open Reaction Database (ORD), a public repository of structured organic reaction records. describe an organic reaction: reactants, conditions, products, and yield RXN SMILES: [C:15]([NH:16][NH2:17])(=[O:18])[O:19][C:20]([CH3:21])([CH3:22])[CH3:23].[CH3:25][CH2:26][OH:27].[OH2:24].[n:1]1[c:2](-[c:7]2[cH:8][cH:9][c:10]([CH:11]=[O:12])[cH:13][cH:14]2)[cH:3][cH:4][cH:5][cH:6]1>>[n:1]1[c:2](-[c:7]2[cH:8][cH:9][c:10]([CH:11]=[N:17][NH:16][C:15](=[O:18])[O:19][C:20]([CH3:21])([CH3:22])[CH3:23])[cH:13][cH:14]2)[cH:3][cH:4][cH:5][cH:6]1. The product is CC(C)(C)OC(=O)NN=Cc1ccc(-c2ccccn2)cc1. Reactants: CC(C)(C)OC(=O)NN, CCO, O, O=Cc1ccc(-c2ccccn2)cc1. Reactants: ClC1=C(C=CC=C1)CC#N (2-chlorophenylacetonitrile), ICC(CI)(C)C (1,3-diiodo-2,2-dimethylpropane), CS(=O)C (dimethyl sulphoxide), [OH-].[K+] (potassium hydroxide), CS(=O)C (dimethylsulphoxide). Conditions: time 1 hour. Product: CC1(C(CC1)(C#N)C1=C(C=CC=C1)Cl)C (2,2-dimethyl-1-(2-chlorophenyl)cyclobutane carbonitrile). RXN SMILES: [Cl:1][C:2]1[CH:7]=[CH:6][CH:5]=[CH:4][C:3]=1[CH2:8][C:9]#[N:10].I[CH2:12][C:13]([CH3:17])(C)[CH2:14]I.[OH-].[K+].[CH3:20]S(C)=O>>[CH3:12][C:13]1([CH3:17])[CH2:14][CH2:20][C:8]1([C:3]1[CH:4]=[CH:5][CH:6]=[CH:7][C:2]=1[Cl:1])[C:9]#[N:10] |f:2.3|. Procedure: A mixture of 2-chlorophenylacetonitrile (26.5 g), 1,3-diiodo-2,2-dimethylpropane (56 g) and dimethyl sulphoxide (300 ml) was added dropwise to a stirred suspension of powdered potassium hydroxide (40 g) in dry dimethylsulphoxide (300 ml). The mixture was stirred for one hour, then poured onto ice/water and extracted with ethyl acetate. The extracts yielded an oil which was distilled under vacuum to give 2,2-dimethyl-1-(2-chlorophenyl)cyclobutane carbonitrile, (b.p. 116°-120° C./1 mbar) which was... Reactants: C(C1=CC=CC=C1)N1C(CN(CCC(C2=C1C=CC=C2)C)C(=O)OC(C)(C)C)=O (1-benzyl-4-tert-butyloxycarbonyl-7-methyl-2-oxo-2,3,4,5,6,7-hexahydro-1H-1,4-benzodiazonine), FC(C(=O)O)(F)F (trifluoroacetic acid). Solvent: C(Cl)(Cl)Cl (chloroform). The product is C(C1=CC=CC=C1)N1C(CNCCC(C2=C1C=CC=C2)C)=O (1-benzyl-7-methyl-2-oxo-2,3,4,5,6,7-hexahydro-1H-1,4-benzodiazonine). RXN SMILES: [CH2:1]([N:8]1[C:16]2[CH:17]=[CH:18][CH:19]=[CH:20][C:15]=2[CH:14]([CH3:21])[CH2:13][CH2:12][N:11](C(OC(C)(C)C)=O)[CH2:10][C:9]1=[O:29])[C:2]1[CH:7]=[CH:6][CH:5]=[CH:4][CH:3]=1.FC(F)(F)C(O)=O>C(Cl)(Cl)Cl>[CH2:1]([N:8]1[C:16]2[CH:17]=[CH:18][CH:19]=[CH:20][C:15]=2[CH:14]([CH3:21])[CH2:13][CH2:12][NH:11][CH2:10][C:9]1=[O:29])[C:2]1[CH:3]=[CH:4][CH:5]=[CH:6][CH:7]=1. Reported procedure: A solution of 1-benzyl-4-tert-butyloxycarbonyl-7-methyl-2-oxo-2,3,4,5,6,7-hexahydro-1H-1,4-benzodiazonine (160 mg, 0.41 mmol) in chloroform (2 ml) was stirred with trifluoroacetic acid (3 ml) at room temperature for 30 minutes. The mixture was evaporated to dryness and the residue partitioned between chloroform and saturated potassium carbonate solution (30 ml/1:2). The organic layer was separated and dried (MgSO4). Filtration and evaporation of the solvent gave the product. (98 mg, 81%). Reactants: BrC1=C(C=CC=C1)CC(=O)O (2-bromophenylacetic acid), CSC1=CC=C(N)C=C1 (4-methylmercaptoaniline). Product: CSC1=CC=C(C=C1)NC1=C(C=CC=C1)CC(=O)O (2-[(4-methylmercaptophenyl)amino]phenylacetic acid). RXN SMILES: Br[C:2]1[CH:7]=[CH:6][CH:5]=[CH:4][C:3]=1[CH2:8][C:9]([OH:11])=[O:10].[CH3:12][S:13][C:14]1[CH:20]=[CH:19][C:17]([NH2:18])=[CH:16][CH:15]=1>>[CH3:12][S:13][C:14]1[CH:20]=[CH:19][C:17]([NH:18][C:2]2[CH:7]=[CH:6][CH:5]=[CH:4][C:3]=2[CH2:8][C:9]([OH:11])=[O:10])=[CH:16][CH:15]=1. Procedure: In the manner described in example 3, 2-bromophenylacetic acid is condensed with 4-methylmercaptoaniline to yield 2-[(4-methylmercaptophenyl)amino]phenylacetic acid. Starting materials: CC([C@@H](C(=O)O)N1C(C2=CC(=CC=C2C1)C1=CC=C(C=C1)NS(=O)(=O)C1=CC=CC=C1)=O)C ((S)-3-Methyl-2-(1-oxo-6-(4-(phenylsulfonamido)phenyl)isoindolin-2-yl)butanoic acid), CC([C@@H](C(=O)OC)N1C(C2=CC(=CC=C2C1)C1=CC=C(C=C1)NS(=O)(=O)C(C)C)=O)C ((S)-Methyl 3-methyl-2-(6-(4-(1-methylethylsulfonamido)phenyl)-1-oxoisoindolin-2-yl)butanoate). Product: CC([C@@H](C(=O)O)N1C(C2=CC(=CC=C2C1)C1=CC=C(C=C1)NS(=O)(=O)C(C)C)=O)C ((S)-3-Methyl-2-(6-(4-(1-methylethylsulfonamido)phenyl)-1-oxoisoindolin-2-yl)butanoic acid). Isolated yield 49.0%. As a reaction SMILES: [CH3:1][CH:2]([CH3:33])[C@H:3]([N:7]1[CH2:15][C:14]2[C:9](=[CH:10][C:11]([C:16]3[CH:21]=[CH:20][C:19]([NH:22][S:23]([C:26]4[CH:31]=CC=C[CH:27]=4)(=[O:25])=[O:24])=[CH:18][CH:17]=3)=[CH:12][CH:13]=2)[C:8]1=[O:32])[C:4]([OH:6])=[O:5].CC(C)[C@H](N1CC2C(=CC(C3C=CC(NS(C(C)C)(=O)=O)=CC=3)=CC=2)C1=O)C(OC)=O>>[CH3:1][CH:2]([CH3:33])[C@H:3]([N:7]1[CH2:15][C:14]2[C:9](=[CH:10][C:11]([C:16]3[CH:21]=[CH:20][C:19]([NH:22][S:23]([CH:26]([CH3:31])[CH3:27])(=[O:25])=[O:24])=[CH:18][CH:17]=3)=[CH:12][CH:13]=2)[C:8]1=[O:32])[C:4]([OH:6])=[O:5]. Procedure details: The compound of example 96 was prepared analogous to compound of example 78 by hydrolysis of compound of example 95. Yields the product C(C)NCC\C=C\CCCNCC (N,N'-diethyl-trans-3-heptene-1,7-diamine). Conditions: time 45 minute. The solvent is N1=CC=CC=C1 (pyridine), N1=CC=CC=C1 (pyridine), O (water). Reported procedure: The intermediate N,N'-diethyl-trans-3-heptene-1,7-diamine was prepared in two steps as follows: To 100 ml. of pyridine cooled to 0° C. (in an ice-salt bath) was added dropwise with stirring 35.8 g. of acetic anhydride. To the cooled stirred solution was added 18 g. of trans-3-heptene-1,7-diamine in 40 ml. of pyridine at such a rate to keep the temperature less than 10° C.; the addition took about 45 minutes. The reaction mixture was stirred at 5°-10° C. for an additional 30 minutes, was next sti... As a reaction SMILES: C(OC(=O)C)(=O)C.C(N)C/C=C/CCCN.[OH-].[NH4+].[Cl-].[Na+].[CH2:21]([NH:32][C:33](=O)[CH3:34])[CH2:22]/[CH:23]=[CH:24]/[CH2:25][CH2:26][CH2:27][NH:28][C:29](=O)[CH3:30]>O.N1C=CC=CC=1>[CH2:33]([NH:32][CH2:21][CH2:22]/[CH:23]=[CH:24]/[CH2:25][CH2:26][CH2:27][NH:28][CH2:29][CH3:30])[CH3:34] |f:2.3,4.5|. Starting materials: C(C)(=O)OC(C)=O (acetic anhydride), C(C\C=C\CCCNC(C)=O)NC(C)=O (N,N'-(trans-3-heptene-1,7-diyl)bis(acetamide)), C(C\C=C\CCCN)N (trans-3-heptene-1,7-diamine), [OH-].[NH4+] (ammonium hydroxide), [Cl-].[Na+] (sodium chloride). Starting materials: [Br-], C#C[Mg+], CON(C)C(=O)C1CC(OCc2ccccc2)C1, C1CCOC1. Yields the product C#CC(=O)C1CC(OCc2ccccc2)C1. RXN SMILES: [Br-:19].[C:20](#[CH:21])[Mg+:22].[CH2:1]([c:2]1[cH:3][cH:4][cH:5][cH:6][cH:7]1)[O:8][CH:9]1[CH2:10][CH:11]([C:13](=[O:14])[N:15]([O:16][CH3:17])[CH3:18])[CH2:12]1.[O:23]1[CH2:24][CH2:25][CH2:26][CH2:27]1>>[CH2:1]([c:2]1[cH:3][cH:4][cH:5][cH:6][cH:7]1)[O:8][CH:9]1[CH2:10][CH:11]([C:13](=[O:14])[C:20]#[CH:21])[CH2:12]1. The reactants are CCCCCCCCN1C(=O)C(Cl)C(Cl)S1=O, ClC(Cl)Cl, O=C(OO)c1cccc(Cl)c1. The product is CCCCCCCCN1C(=O)C(Cl)C(Cl)S1(=O)=O. Reaction SMILES: [CH2:1]([CH2:2][CH2:3][CH2:4][CH2:5][CH2:6][CH2:7][CH3:8])[N:9]1[S:10](=[O:17])[CH:11]([Cl:16])[CH:12]([Cl:15])[C:13]1=[O:14].[CH:29]([Cl:30])([Cl:31])[Cl:32].[Cl:18][c:19]1[cH:20][cH:21][cH:22][c:23]([C:24]([O:25][OH:27])=[O:26])[cH:28]1>>[CH2:1]([CH2:2][CH2:3][CH2:4][CH2:5][CH2:6][CH2:7][CH3:8])[N:9]1[S:10](=[O:17])(=[O:26])[CH:11]([Cl:16])[CH:12]([Cl:15])[C:13]1=[O:14]. Reactants: NC=1C=CC2=C(NC(CCC2)=O)C1 (8-Amino-1,3,4,5-tetrahydro-benzo[b]azepin-2-one), ClC1=NC=C(C(=N1)NC1=C(C=CC=C1S(=O)(=O)C(C)C)F)Cl ((2,5-Dichloro-pyrimidin-4-yl)-[2-fluoro-6-(propane-2-sulfonyl)-phenyl]-amine). Product: ClC=1C(=NC(=NC1)NC1=CC2=C(CCCC(N2)=O)C=C1)NC1=C(C=CC=C1S(=O)(=O)C(C)C)F (8-{5-Chloro-4-[2-fluoro-6-(propane-2-sulfonyl)-phenylamino]-pyrimidin-2-ylamino}-1,3,4,5-tetrahydro-1-benzazepin-2-one), solid. The yield is 37.0%. RXN SMILES: [NH2:1][C:2]1[CH:3]=[CH:4][C:5]2[CH2:11][CH2:10][CH2:9][C:8](=[O:12])[NH:7][C:6]=2[CH:13]=1.Cl[C:15]1[N:20]=[C:19]([NH:21][C:22]2[C:27]([S:28]([CH:31]([CH3:33])[CH3:32])(=[O:30])=[O:29])=[CH:26][CH:25]=[CH:24][C:23]=2[F:34])[C:18]([Cl:35])=[CH:17][N:16]=1>>[Cl:35][C:18]1[C:19]([NH:21][C:22]2[C:27]([S:28]([CH:31]([CH3:32])[CH3:33])(=[O:30])=[O:29])=[CH:26][CH:25]=[CH:24][C:23]=2[F:34])=[N:20][C:15]([NH:1][C:2]2[CH:3]=[CH:4][C:5]3[CH2:11][CH2:10][CH2:9][C:8](=[O:12])[NH:7][C:6]=3[CH:13]=2)=[N:16][CH:17]=1. Procedure: Title compound was prepared from 8-Amino-1,3,4,5-tetrahydro-benzo[b]azepin-2-one and (2,5-Dichloro-pyrimidin-4-yl)-[2-fluoro-6-(propane-2-sulfonyl)-phenyl]-amine in an analogous manner to Example 1221d. Product isolated as a light grey solid (50 mg, 37%). LCMS 506.11 (M+H), HPLC purity 94%, 1H-NMR (CDCl3, 400 MHz) δ 8.23 (s, 1H), 8.16 (s, 1H), 7.86 (d, J=7.7 Hz, 1H), 7.62-7.59 (m, 2H), 7.32-7.38 (m, 1H), 7.04 (d, J=8.1 Hz, 1H), 6.94 (d, J=8.1 Hz, 1H), 6.88 (s, 1H), 3.10-3.00 (m, 1H), 2.73 (dd, J...